Dataset: the Open Reaction Database (ORD), a public repository of structured organic reaction records. Task: describe an organic reaction: reactants, conditions, products, and yield The reactants are C(#N)C1=CC2=C(N(C(=N2)CC2=C3C=CN(C3=C(C=C2OC)C)C(=O)OC(C)(C)C)COCC[Si](C)(C)C)C=C1 (tert-Butyl 4-((5-cyano-1-((2-(trimethylsilyl)ethoxy)methyl)-1H-benzo[d]imidazol-2-yl)methyl)-5-methoxy-7-methyl-1H-indole-1-carboxylate), C(#N)C=1C=CC2=C(N(C(=N2)CC2=C3C=CN(C3=C(C=C2OC)C)C(=O)OC(C)(C)C)COCC[Si](C)(C)C)C1 (tert-butyl 4-((6-cyano-1-((2-(trimethylsilyl)ethoxy)methyl)-1H-benzo[d]imidazol-2-yl)methyl)-5-methoxy-7-methyl-1H-indole-1-carboxylate), [Li+].C[Si](C)(C)[N-][Si](C)(C)C (LHMDS), BrC(C(=O)OC)C (Methyl 2-bromopropanoate), C(=O)(O)[O-].[Na+] (NaHCO3). The solvent is C1CCOC1 (THF), C1CCOC1 (THF). Run at time 30 minute. Yields the product C(#N)C1=CC2=C(N(C(=N2)C(C(C(=O)OC)C)C2=C3C=CN(C3=C(C=C2OC)C)C(=O)OC(C)(C)C)COCC[Si](C)(C)C)C=C1 ((±)-tert-butyl 4-(1-(5-cyano-1-((2-(trimethylsilyl)ethoxy)methyl)-1H-benzo[d]imidazol-2-yl)-3-methoxy-2-methyl-3-oxopropyl)-5-methoxy-7-methyl-1H-indole-1-carboxylate), C(#N)C=1C=CC2=C(N(C(=N2)C(C(C(=O)OC)C)C2=C3C=CN(C3=C(C=C2OC)C)C(=O)OC(C)(C)C)COCC[Si](C)(C)C)C1 ((±)-tert-butyl 4-(1-(6-cyano-1-((2-(trimethylsilyl)ethoxy)methyl)-1H-benzo[d]imidazol-2-yl)-3-methoxy-2-methyl-3-oxopropyl)-5-methoxy-7-methyl-1H-indole-1-carboxylate). Reaction SMILES: [C:1]([C:3]1[CH:39]=[CH:38][C:6]2[N:7]([CH2:30][O:31][CH2:32][CH2:33][Si:34]([CH3:37])([CH3:36])[CH3:35])[C:8]([CH2:10][C:11]3[C:19]([O:20][CH3:21])=[CH:18][C:17]([CH3:22])=[C:16]4[C:12]=3[CH:13]=[CH:14][N:15]4[C:23]([O:25][C:26]([CH3:29])([CH3:28])[CH3:27])=[O:24])=[N:9][C:5]=2[CH:4]=1)#[N:2].[C:40]([C:42]1[CH:43]=[CH:44][C:45]2[N:49]=[C:48]([CH2:50][C:51]3[C:59]([O:60][CH3:61])=[CH:58][C:57]([CH3:62])=[C:56]4[C:52]=3[CH:53]=[CH:54][N:55]4[C:63]([O:65][C:66]([CH3:69])([CH3:68])[CH3:67])=[O:64])[N:47]([CH2:70][O:71][CH2:72][CH2:73][Si:74]([CH3:77])([CH3:76])[CH3:75])[C:46]=2[CH:78]=1)#[N:41].[Li+].C[Si]([N-][Si](C)(C)C)(C)C.Br[CH:90]([CH3:95])[C:91]([O:93][CH3:94])=[O:92].C([O-])(O)=O.[Na+]>C1COCC1>[C:1]([C:3]1[CH:39]=[CH:38][C:6]2[N:7]([CH2:30][O:31][CH2:32][CH2:33][Si:34]([CH3:36])([CH3:37])[CH3:35])[C:8]([CH:10]([C:11]3[C:19]([O:20][CH3:21])=[CH:18][C:17]([CH3:22])=[C:16]4[C:12]=3[CH:13]=[CH:14][N:15]4[C:23]([O:25][C:26]([CH3:27])([CH3:28])[CH3:29])=[O:24])[CH:90]([CH3:95])[C:91]([O:93][CH3:94])=[O:92])=[N:9][C:5]=2[CH:4]=1)#[N:2].[C:40]([C:42]1[CH:43]=[CH:44][C:45]2[N:49]=[C:48]([CH:50]([C:51]3[C:59]([O:60][CH3:61])=[CH:58][C:57]([CH3:62])=[C:56]4[C:52]=3[CH:53]=[CH:54][N:55]4[C:63]([O:65][C:66]([CH3:67])([CH3:68])[CH3:69])=[O:64])[CH:90]([CH3:95])[C:91]([O:93][CH3:94])=[O:92])[N:47]([CH2:70][O:71][CH2:72][CH2:73][Si:74]([CH3:76])([CH3:77])[CH3:75])[C:46]=2[CH:78]=1)#[N:41] |f:2.3,5.6|. Procedure: To tert-Butyl 4-((5-cyano-1-((2-(trimethylsilyl)ethoxy)methyl)-1H-benzo[d]imidazol-2-yl)methyl)-5-methoxy-7-methyl-1H-indole-1-carboxylate and tert-butyl 4-((6-cyano-1-((2-(trimethylsilyl)ethoxy)methyl)-1H-benzo[d]imidazol-2-yl)methyl)-5-methoxy-7-methyl-1H-indole-1-carboxylate (Example 145-A) (850 mg, 1.55 mmol) in THF (20 mL) at −78° C. was added 1 M LHMDS in THF (4.6 mL, 4.6 mmol) and the reaction was stirred for 30 minutes. Methyl 2-bromopropanoate (1.72 mL, 15.5 mmol) was then added and the... Starting materials: COC1=NC=C(C=C1)Br (2-methoxy-5-bromopyridine), N1CCC(C(=O)OCC)CC1 (ethyl isonipecotate), CC(C)([O-])C.[Na+] (sodium t-butoxide), C=1C=CC(=CC1)P(C=2C=CC=CC2)C3=CC=C4C=CC=CC4=C3C5=C6C=CC=CC6=CC=C5P(C=7C=CC=CC7)C=8C=CC=CC8 (BINAP). Reagents/catalysts: C=1C=CC(=CC1)/C=C/C(=O)/C=C/C2=CC=CC=C2.C=1C=CC(=CC1)/C=C/C(=O)/C=C/C2=CC=CC=C2.C=1C=CC(=CC1)/C=C/C(=O)/C=C/C2=CC=CC=C2.[Pd].[Pd] (Pd2(DBA)3). Run in C(C)OCC (ethyl ether), C1(=CC=CC=C1)C (toluene). Reaction conditions: temperature 70 celsius. Yields the product C(C)OC(=O)C1CCN(CC1)C=1C=NC(=CC1)OC (6′-methoxy-3,4,5,6-tetrahydro-2H-[1,3′]bipyridinyl-4-carboxylic acid ethyl ester). Reaction SMILES: [CH3:1][O:2][C:3]1[CH:8]=[CH:7][C:6](Br)=[CH:5][N:4]=1.[NH:10]1[CH2:20][CH2:19][CH:13]([C:14]([O:16][CH2:17][CH3:18])=[O:15])[CH2:12][CH2:11]1.CC(C)([O-])C.[Na+].C1C=CC(P(C2C(C3C(P(C4C=CC=CC=4)C4C=CC=CC=4)=CC=C4C=3C=CC=C4)=C3C(C=CC=C3)=CC=2)C2C=CC=CC=2)=CC=1>C(OCC)C.C1C=CC(/C=C/C(/C=C/C2C=CC=CC=2)=O)=CC=1.C1C=CC(/C=C/C(/C=C/C2C=CC=CC=2)=O)=CC=1.C1C=CC(/C=C/C(/C=C/C2C=CC=CC=2)=O)=CC=1.[Pd].[Pd].C1(C)C=CC=CC=1>[CH2:17]([O:16][C:14]([CH:13]1[CH2:19][CH2:20][N:10]([C:6]2[CH:5]=[N:4][C:3]([O:2][CH3:1])=[CH:8][CH:7]=2)[CH2:11][CH2:12]1)=[O:15])[CH3:18] |f:2.3,6.7.8.9.10|. Procedure: In a round-bottom flask, 20 ml of anhydrous toluene is added and degassed several times from vacuum/N2. 2-methoxy-5-bromopyridine (752 mg, 4.0 mmol), ethyl isonipecotate (740 mg, 4.8 mmol), sodium t-butoxide (537 mg, 5.6 mmol), Pd2(DBA)3 (73 mg, 2 mol %) and of BINAP (100 mg, 0.16 mmol) are added and heated to 70° C. under N2 for 16 hrs. The reaction is cooled to r.t. and taken up in 100 ml of ethyl ether and washed with brine (2×50 ml). The ether is dried over MgSO4, filtered and reduced to an ... Solvent: C(C)OCC (diethyl ether), CS(=O)C (dimethylsulfoxide). Procedure: 25.2 g (1.05 moles) of sodium hydride are added a little at a time under nitrogen to 100 g (0.523 mole) of N-benzylideneglycine ethyl ester and 45.1 ml (0.523 mole) of 1,2-dibromoethane in 500 ml of dry diethyl ether and 170 ml of dry dimethylsulfoxide, so that the well-stirred mixture remains at from 20° to 30° C. The mixture is stirred at room temperature overnight and filtered, and 1 l of water is added to the filtrate. The ethereal phase is separated off, washed with twice 200 ml of water, d... Yields the product C(C1=CC=CC=C1)=NC1(CC1)C(=O)OCC (ethyl N-benzylidene-1-aminocyclopropanecarboxylate). Reaction SMILES: [H-].[Na+].[CH2:3]([O:5][C:6](=[O:16])[CH2:7][N:8]=[CH:9][C:10]1[CH:15]=[CH:14][CH:13]=[CH:12][CH:11]=1)[CH3:4].Br[CH2:18][CH2:19]Br>C(OCC)C.CS(C)=O>[CH:9](=[N:8][C:7]1([C:6]([O:5][CH2:3][CH3:4])=[O:16])[CH2:19][CH2:18]1)[C:10]1[CH:15]=[CH:14][CH:13]=[CH:12][CH:11]=1 |f:0.1|. The yield is 70.4%. Reaction conditions: time 8 hour. Starting materials: [H-].[Na+] (sodium hydride), C(C)OC(CN=CC1=CC=CC=C1)=O (N-benzylideneglycine ethyl ester), BrCCBr (1,2-dibromoethane). Starting materials: FC(COC1=NC=CC=C1N)F (2-(2,2-Difluoroethoxy)pyridin-3-amine), COC(=O)C1=C(C2=C(N=C(N=C2)Cl)S1)C (Chloro-5-methyl-thieno[2,3-d]pyrimidine-6-carboxylic acid methyl ester). The product is COC(=O)C1=C(C2=C(N=CN=C2NC=2C(=NC=CC2)OCC(F)F)S1)C (Methyl-4-(2-(2,2-difluoroethoxy)pyridin-3-ylamino)-5-methyl-thieno[2,3-d]pyrimidine-6-carboxylate). As a reaction SMILES: [F:1][CH:2]([F:12])[CH2:3][O:4][C:5]1[C:10]([NH2:11])=[CH:9][CH:8]=[CH:7][N:6]=1.[CH3:13][O:14][C:15]([C:17]1[S:26][C:20]2[N:21]=[C:22](Cl)[N:23]=[CH:24][C:19]=2[C:18]=1[CH3:27])=[O:16]>>[CH3:13][O:14][C:15]([C:17]1[S:26][C:20]2[N:21]=[CH:22][N:23]=[C:24]([NH:11][C:10]3[C:5]([O:4][CH2:3][CH:2]([F:1])[F:12])=[N:6][CH:7]=[CH:8][CH:9]=3)[C:19]=2[C:18]=1[CH3:27])=[O:16]. Reported procedure: Prepared analogously to example 28.1 from 2-(2,2-Difluoroethoxy)pyridin-3-amine (171 mg) and Chloro-5-methyl-thieno[2,3-d]pyrimidine-6-carboxylic acid methyl ester (190 mg) Starting materials: C1CCOC1, CCCCN(C(=O)Nc1ccc(C(=O)OC)cc1Cl)c1c2ccccc2nn1-c1ccc(Cl)cc1, CO, [Li+], [OH-]. Yields the product CCCCN(C(=O)Nc1ccc(C(=O)O)cc1Cl)c1c2ccccc2nn1-c1ccc(Cl)cc1. Reaction SMILES: [CH2:38]1[O:39][CH2:40][CH2:41][CH2:42]1.[CH3:1][O:2][C:3]([c:4]1[cH:5][c:6]([Cl:34])[c:7]([NH:10][C:11](=[O:12])[N:13]([c:14]2[n:15](-[c:23]3[cH:24][cH:25][c:26]([Cl:29])[cH:27][cH:28]3)[n:16][c:17]3[cH:18][cH:19][cH:20][cH:21][c:22]23)[CH2:30][CH2:31][CH2:32][CH3:33])[cH:8][cH:9]1)=[O:35].[CH3:43][OH:44].[Li+:36].[OH-:37]>>[O:2]=[C:3]([c:4]1[cH:5][c:6]([Cl:34])[c:7]([NH:10][C:11](=[O:12])[N:13]([c:14]2[n:15](-[c:23]3[cH:24][cH:25][c:26]([Cl:29])[cH:27][cH:28]3)[n:16][c:17]3[cH:18][cH:19][cH:20][cH:21][c:22]23)[CH2:30][CH2:31][CH2:32][CH3:33])[cH:8][cH:9]1)[OH:35]. Starting materials: CN(C)C(=O)c1ccc(C(=O)NN)s1, CC(=O)c1csc(-c2ccc(Cl)c(Cl)c2)c1O. The product is CC(=NNC(=O)c1ccc(C(=O)N(C)C)s1)c1csc(-c2ccc(Cl)c(Cl)c2)c1O. RXN SMILES: [CH3:18][N:19]([C:20](=[O:21])[c:22]1[s:23][c:24]([C:27](=[O:28])[NH:29][NH2:30])[cH:25][cH:26]1)[CH3:31].[Cl:1][c:2]1[cH:3][c:4](-[c:9]2[s:10][cH:11][c:12]([C:15](=[O:16])[CH3:17])[c:13]2[OH:14])[cH:5][cH:6][c:7]1[Cl:8]>>[Cl:1][c:2]1[cH:3][c:4](-[c:9]2[s:10][cH:11][c:12]([C:15]([CH3:17])=[N:30][NH:29][C:27]([c:24]3[s:23][c:22]([C:20]([N:19]([CH3:18])[CH3:31])=[O:21])[cH:26][cH:25]3)=[O:28])[c:13]2[OH:14])[cH:5][cH:6][c:7]1[Cl:8].